describe an organic reaction: reactants, conditions, products, and yield From a dataset of the Open Reaction Database (ORD), a public repository of structured organic reaction records. Starting materials: C(C)OC([C@H](CC1=CC=C(C=C1)OCCCOC1=CC=C(C=C1)OC1=CC=CC=C1)OCCC)=O ((S)-3-{4-[3-(4-Phenoxy-phenoxy)-propoxy]-phenyl}-2-propoxy-propionic acid ethyl ester), [Li+].[OH-] (LiOH). The product is O(C1=CC=CC=C1)C1=CC=C(OCCCOC2=CC=C(C=C2)C[C@@H](C(=O)O)OCCC)C=C1 ((2S)-3-{4-[3-(4-Phenoxy-phenoxy)-propoxy]-phenyl}-2-propoxy-propionic acid). Reaction SMILES: C([O:3][C:4](=[O:35])[C@@H:5]([O:31][CH2:32][CH2:33][CH3:34])[CH2:6][C:7]1[CH:12]=[CH:11][C:10]([O:13][CH2:14][CH2:15][CH2:16][O:17][C:18]2[CH:23]=[CH:22][C:21]([O:24][C:25]3[CH:30]=[CH:29][CH:28]=[CH:27][CH:26]=3)=[CH:20][CH:19]=2)=[CH:9][CH:8]=1)C.[Li+].[OH-]>>[O:24]([C:21]1[CH:20]=[CH:19][C:18]([O:17][CH2:16][CH2:15][CH2:14][O:13][C:10]2[CH:9]=[CH:8][C:7]([CH2:6][C@H:5]([O:31][CH2:32][CH2:33][CH3:34])[C:4]([OH:35])=[O:3])=[CH:12][CH:11]=2)=[CH:23][CH:22]=1)[C:25]1[CH:26]=[CH:27][CH:28]=[CH:29][CH:30]=1 |f:1.2|. Procedure details: The title compound was prepared from (S)-3-{4-[3-(4-Phenoxy-phenoxy)-propoxy]-phenyl}-2-propoxy-propionic acid ethyl ester by the standard hydrolysis procedure C (LiOH). MS(ES) for C27H30O6 [M−H]−: 449.2